This data is from the Open Reaction Database (ORD), a public repository of structured organic reaction records. The task is: describe an organic reaction: reactants, conditions, products, and yield The reactants are [Br-], CCCC1CCC(=O)CC1, C1CCOC1, CC(C)(C)[O-], [K+], CCC=C1CCC(CC[P+](c2ccccc2)(c2ccccc2)c2ccccc2)CC1. Product: CCC=C1CCC(CC=C2CCC(CCC)CC2)CC1. As a reaction SMILES: [Br-:11].[CH2:1]([CH2:2][CH3:3])[CH:4]1[CH2:5][CH2:6][C:7](=[O:10])[CH2:8][CH2:9]1.[CH2:48]1[O:49][CH2:50][CH2:51][CH2:52]1.[CH3:42][C:43]([CH3:44])([O-:45])[CH3:46].[K+:47].[c:12]1([P+:13]([c:14]2[cH:15][cH:16][cH:17][cH:18][cH:30]2)([CH2:19][CH2:20][CH:21]2[CH2:22][CH2:23][C:24](=[CH:27][CH2:28][CH3:29])[CH2:25][CH2:26]2)[c:31]2[cH:32][cH:33][cH:34][cH:35][cH:36]2)[cH:37][cH:38][cH:39][cH:40][cH:41]1>>[CH2:1]([CH2:2][CH3:3])[CH:4]1[CH2:5][CH2:6][C:7](=[CH:19][CH2:20][CH:21]2[CH2:22][CH2:23][C:24](=[CH:27][CH2:28][CH3:29])[CH2:25][CH2:26]2)[CH2:8][CH2:9]1. The reactants are ClC=1N=C2C(=C(C=NC2=CC1)C(C)=O)NC1=CC=C(C=C1)CN1CCN(CC1)C (1-(6-chloro-4-(4-((4-methylpiperazin-1-yl)methyl)-phenylamino)-1,5-naphthyridin-3-yl)ethanone), ClC1=C(C(=CC(=C1)B1OC(C(O1)(C)C)(C)C)Cl)O (2,6-dichloro-4-(4,4,5,5-tetramethyl-1,3,2-dioxaborolan-2-yl)phenol), C1(=C(C(=C(C(=C1F)F)F)N)F)N.Cl.Cl (dihydrochloride). The product is Cl.Cl.Cl.ClC=1C=C(C=C(C1O)Cl)C=1N=C2C(=C(C=NC2=CC1)C(C)=O)NC1=CC=C(C=C1)CN1CCN(CC1)C (1-(6-(3,5-Dichloro-4-hydroxyphenyl)-4-(4-((4-methylpiperazin-1-yl)methyl)-phenylamino)-1,5-naphthyridin-3-yl)ethanone trihydrochloride). The yield is 77.0%. As a reaction SMILES: [Cl:1][C:2]1[N:3]=[C:4]2[C:9](=[CH:10][CH:11]=1)[N:8]=[CH:7][C:6]([C:12](=[O:14])[CH3:13])=[C:5]2[NH:15][C:16]1[CH:21]=[CH:20][C:19]([CH2:22][N:23]2[CH2:28][CH2:27][N:26]([CH3:29])[CH2:25][CH2:24]2)=[CH:18][CH:17]=1.[Cl:30][C:31]1[CH:36]=[C:35](B2OC(C)(C)C(C)(C)O2)[CH:34]=[C:33]([Cl:46])[C:32]=1[OH:47].C1(N)C(F)=C(F)C(F)=C(N)C=1F.[ClH:60].Cl>>[ClH:1].[ClH:30].[ClH:60].[Cl:30][C:31]1[CH:36]=[C:35]([C:2]2[N:3]=[C:4]3[C:9](=[CH:10][CH:11]=2)[N:8]=[CH:7][C:6]([C:12](=[O:14])[CH3:13])=[C:5]3[NH:15][C:16]2[CH:21]=[CH:20][C:19]([CH2:22][N:23]3[CH2:24][CH2:25][N:26]([CH3:29])[CH2:27][CH2:28]3)=[CH:18][CH:17]=2)[CH:34]=[C:33]([Cl:46])[C:32]=1[OH:47] |f:2.3.4,5.6.7.8|. Procedure: Following general procedure II, 1-(6-chloro-4-(4-((4-methylpiperazin-1-yl)methyl)-phenylamino)-1,5-naphthyridin-3-yl)ethanone (74 mg, 0.18 mmol) was reacted with 2,6-dichloro-4-(4,4,5,5-tetramethyl-1,3,2-dioxaborolan-2-yl)phenol (78 mg, 0.27 mmol) followed by formation of the dihydrochloride salt to afford the desired product (84 mg, 77%) as a yellow solid: 1H NMR (500 MHz, CD3OD) δ 9.33 (s, 1H), 8.45 (d, J=9.1 Hz, 1H), 8.36 (d, J=9.0 Hz, 1H), 7.70 (d, J=8.1 Hz, 2H), 7.49 (d, J=8.1 Hz, 2H), 7.38... The product is CC(Oc1ccc(C#N)cn1)C1CN(Cc2ccccc2)CC1c1ccc(C#N)cc1. Reaction SMILES: [CH2:1]([c:2]1[cH:3][cH:4][cH:5][cH:6][cH:7]1)[N:8]1[CH2:9][CH:10]([c:16]2[cH:17][cH:18][c:19]([C:20]#[N:21])[cH:22][cH:23]2)[CH:11]([CH:13]([CH3:14])[OH:15])[CH2:12]1.[Cl:26][c:27]1[n:28][cH:29][c:30]([C:31]#[N:32])[cH:33][cH:34]1.[H-:25].[Na+:24].[O:35]=[CH:36][N:37]([CH3:38])[CH3:39]>>[CH2:1]([c:2]1[cH:3][cH:4][cH:5][cH:6][cH:7]1)[N:8]1[CH2:9][CH:10]([c:16]2[cH:17][cH:18][c:19]([C:20]#[N:21])[cH:22][cH:23]2)[CH:11]([CH:13]([CH3:14])[O:15][c:27]2[n:28][cH:29][c:30]([C:31]#[N:32])[cH:33][cH:34]2)[CH2:12]1. Reactants: CC(O)C1CN(Cc2ccccc2)CC1c1ccc(C#N)cc1, N#Cc1ccc(Cl)nc1, [H-], [Na+], CN(C)C=O.